Dataset: the Open Reaction Database (ORD), a public repository of structured organic reaction records. Task: describe an organic reaction: reactants, conditions, products, and yield Reactants: C(CC(=O)C)(=O)OCC (ethyl acetoacetate), N (ammonia), C(C)OC(=O)C1=C(NC(=C(C1C1=CC=[N+](C=C1)[O-])C(=O)OCC)C)C (2,6-dimethyl-4-(1-oxido-4-pyridyl)-1,4-dihydropyridine-3,5-dicarboxylic acid diethyl ester). The solvent is C(C)O (ethanol). Yields the product [N+]1(=CC=C(C=C1)C=O)[O-] (pyridine-4-carboxaldehyde-1-oxide). As a reaction SMILES: [C:1]([O:7]CC)(=O)[CH2:2][C:3]([CH3:5])=O.N.C(OC(C1C(C2C=C[N+:25]([O-:28])=[CH:24][CH:23]=2)C(C(OCC)=O)=C(C)NC=1C)=O)C>C(O)C>[N+:25]1([O-:28])[CH:5]=[CH:3][C:2]([CH:1]=[O:7])=[CH:23][CH:24]=1. Procedure details: Analogously to the process described in Example 1 there is obtained from 12.3 g of pyridine-4-carboxaldehyde-1-oxide, 25.7 ml of ethyl acetoacetate and 10 ml of 30% aqueous ammonia in 20 ml of absolute ethanol, 2,6-dimethyl-4-(1-oxido-4-pyridyl)-1,4-dihydropyridine-3,5-dicarboxylic acid diethyl ester which, after recrystallisation from 100 ml of isopropanol, melts at 229°-231°. Reactants: ClC1=C(C(OCCNC(C)=O)C2=CC=C(C=C2)F)C=CC=C1 (N-{2-[o-chloro-α(p-fluorophenyl)benzyloxy]ethyl}acetamide), Cl (hydrogen chloride), FC1=CC=C(C=C1)C(OCCNC(C)=O)C1=CC=C(C=C1)F (N-{2-[bis(p-fluorophenyl)methoxy]ethyl}acetamide), C(\C=C/C(=O)O)(=O)O (maleic acid). The product is C(\C=C/C(=O)O)(=O)O.ClC1=C(C(OCCN)C2=CC=C(C=C2)F)C=CC=C1 (2-[o-chloro-α-(p-fluorophenyl)benzyloxy]ethylamine hydrogen maleate). As a reaction SMILES: [Cl:1][C:2]1[CH:22]=[CH:21][CH:20]=[CH:19][C:3]=1[CH:4]([C:12]1[CH:17]=[CH:16][C:15]([F:18])=[CH:14][CH:13]=1)[O:5][CH2:6][CH2:7][NH:8]C(=O)C.FC1C=CC(C(C2C=CC(F)=CC=2)OCCNC(=O)C)=CC=1.[C:45]([OH:52])(=[O:51])/[CH:46]=[CH:47]\[C:48]([OH:50])=[O:49].Cl>>[C:45]([OH:52])(=[O:51])/[CH:46]=[CH:47]\[C:48]([OH:50])=[O:49].[Cl:1][C:2]1[CH:22]=[CH:21][CH:20]=[CH:19][C:3]=1[CH:4]([C:12]1[CH:17]=[CH:16][C:15]([F:18])=[CH:14][CH:13]=1)[O:5][CH2:6][CH2:7][NH2:8] |f:4.5|. Procedure: Using the procedure described in Example IV but substituting an equivalent amount of N-{2-[o-chloro-α(p-fluorophenyl)benzyloxy]ethyl}acetamide for the N-{2-[bis(p-fluorophenyl)methoxy]ethyl}acetamide and maleic acid for the hydrogen chloride, there is obtained 2-[o-chloro-α-(p-fluorophenyl)benzyloxy]ethylamine hydrogen maleate, which is crystallised from ethanol. Its melting point is 123°-123.5° C. The reactants are S1C(=CC=C1)CC(=O)N (2-thienylacetamide), C=O (formaldehyde), C([O-])([O-])=O.[K+].[K+] (potassium carbonate). Reaction conditions: temperature 0 celsius. Product: OCNC(CC=1SC=CC1)=O (N-Hydroxymethyl-2-thienylacetamide). As a reaction SMILES: [S:1]1[CH:5]=[CH:4][CH:3]=[C:2]1[CH2:6][C:7]([NH2:9])=[O:8].C=O.[C:12](=O)([O-])[O-:13].[K+].[K+]>>[OH:13][CH2:12][NH:9][C:7](=[O:8])[CH2:6][C:2]1[S:1][CH:5]=[CH:4][CH:3]=1 |f:2.3.4|. Procedure details: A mixture of 2-thienylacetamide, formaldehyde solution (37%, 1 equivalent) and a catalytic amount of potassium carbonate is warmed on a steam bath until a homogeneous solution is obtained. The solution is cooled to 0° C. overnight and the resulting solid collected by filtration. Reactants: CSc1nccc(-c2c(-c3cccc(Br)c3)nc(-c3c(Cl)cccc3Cl)n2O)n1, COCCOCOc1cc(Cl)c(C=O)c(Cl)c1. Product: COCCOCOc1cc(Cl)c(-c2nc(-c3cccc(Br)c3)c(-c3ccnc(SC)n3)n2O)c(Cl)c1. RXN SMILES: [Cl:1][c:2]1[c:3](-[c:9]2[n:10]([OH:29])[c:11](-[c:21]3[n:22][c:23]([S:27][CH3:28])[n:24][cH:25][cH:26]3)[c:12](-[c:14]3[cH:15][c:16]([Br:20])[cH:17][cH:18][cH:19]3)[n:13]2)[c:4]([Cl:8])[cH:5][cH:6][cH:7]1.[Cl:30][c:31]1[cH:32][c:33]([O:39][CH2:40][O:41][CH2:42][CH2:43][O:44][CH3:45])[cH:34][c:35]([Cl:36])[c:37]1[CH:38]=[O:46]>>[Cl:1][c:2]1[c:3](-[c:9]2[n:10]([OH:29])[c:11](-[c:21]3[n:22][c:23]([S:27][CH3:28])[n:24][cH:25][cH:26]3)[c:12](-[c:14]3[cH:15][c:16]([Br:20])[cH:17][cH:18][cH:19]3)[n:13]2)[c:4]([Cl:8])[cH:5][c:6]([O:39][CH2:40][O:41][CH2:42][CH2:43][O:44][CH3:45])[cH:7]1. Procedure: A solution of 6-(1-tert-butoxycarbonyl-piperidin-4-ylamino)-4-trifluoromethyl-nicotinic acid methyl ester (1.65 g, 4.09 mmol) in THF (10 mL) and 4 M HCl in dioxane (20 mL) was stirred at rt for 1 h. The solvent was removed under reduced pressure and the crude product used in the consecutive step without further purification assuming quantitative deprotection and formation of the dihydrochloride salt. MS (ISP): 304.0 [M+H]+. Yields the product Cl.Cl.COC(C1=CN=C(C=C1C(F)(F)F)NC1CCNCC1)=O (6-(Piperidin-4-ylamino)-4-trifluoromethyl-nicotinic acid methyl ester dihydrochloride). Reaction SMILES: [CH3:1][O:2][C:3](=[O:28])[C:4]1[C:9]([C:10]([F:13])([F:12])[F:11])=[CH:8][C:7]([NH:14][CH:15]2[CH2:20][CH2:19][N:18](C(OC(C)(C)C)=O)[CH2:17][CH2:16]2)=[N:6][CH:5]=1.[ClH:29]>C1COCC1.O1CCOCC1>[ClH:29].[ClH:29].[CH3:1][O:2][C:3](=[O:28])[C:4]1[C:9]([C:10]([F:12])([F:13])[F:11])=[CH:8][C:7]([NH:14][CH:15]2[CH2:16][CH2:17][NH:18][CH2:19][CH2:20]2)=[N:6][CH:5]=1 |f:4.5.6|. Reactants: COC(C1=CN=C(C=C1C(F)(F)F)NC1CCN(CC1)C(=O)OC(C)(C)C)=O (6-(1-tert-butoxycarbonyl-piperidin-4-ylamino)-4-trifluoromethyl-nicotinic acid methyl ester), Cl (HCl). The solvent is C1CCOC1 (THF), O1CCOCC1 (dioxane). The reactants are BrC1=CC=2C(N(C=CC2O1)C=1C=C2C=NNC2=CC1)=O (2-bromo-5-(1H-indazol-5-yl)furo[3,2-c]pyridin-4(5H)-one), BrCC(=O)OC (methyl bromoacetate), C(=O)([O-])[O-].[Cs+].[Cs+] (Cs2CO3), BrCC(=O)OC (methyl bromoacetate), BrCC(=O)OC (methyl bromoacetate). Solvent: CS(=O)C (DMSO), O (H2O). Reaction conditions: time 18 hour. The product is COC(CN1N=CC2=CC(=CC=C12)N1C(C2=C(C=C1)OC(=C2)Br)=O)=O (Methyl-2(5-(2-bromo-4-oxofuro[3,2-c]pyridine-5(4H)-yl) 1H-indazol-1-yl)acetate). The yield is 56.1%. Reaction SMILES: [Br:1][C:2]1[O:10][C:9]2[CH:8]=[CH:7][N:6]([C:11]3[CH:12]=[C:13]4[C:17](=[CH:18][CH:19]=3)[NH:16][N:15]=[CH:14]4)[C:5](=[O:20])[C:4]=2[CH:3]=1.Br[CH2:22][C:23]([O:25][CH3:26])=[O:24].C([O-])([O-])=O.[Cs+].[Cs+]>CS(C)=O.O>[CH3:26][O:25][C:23](=[O:24])[CH2:22][N:16]1[C:17]2[C:13](=[CH:12][C:11]([N:6]3[CH:7]=[CH:8][C:9]4[O:10][C:2]([Br:1])=[CH:3][C:4]=4[C:5]3=[O:20])=[CH:19][CH:18]=2)[CH:14]=[N:15]1 |f:2.3.4|. Reported procedure: To a solution of 2-bromo-5-(1H-indazol-5-yl)furo[3,2-c]pyridin-4(5H)-one (1.13 g, 3.41 mmol) in DMSO (10.5 mL) was added methyl bromoacetate (0.64 mL, 6.8 mmol) and Cs2CO3 (4.44 g, 13.6 mmol). The reaction mixture was stirred at ambient temperature for 18 h; then additional methyl bromoacetate (0.30 mL) was added. After 3 h, additional methyl bromoacetate (0.30 mL) was added. The reaction mixture was stirred for 3.5 h and then the reaction mixture was diluted with H2O (50 mL) and extracted with ... Reactants: C(C#C)OC1=C(C=C(C(=O)OCC#C)C=C1OC)OC (2-propynyl 4-(2-propynyloxy)-3,5-dimethoxybenzoate), [OH-].[Na+] (sodium hydroxide), Cl (hydrochloric acid). Solvent: CO (methanol). Run at temperature 50 celsius, time 4 hour. The product is C(C#C)OC1=C(C=C(C(=O)O)C=C1OC)OC (4-(2-propynyloxy)-3,5-dimethoxybenzoic acid). Isolated yield 97.4%. Reaction SMILES: [CH2:1]([O:4][C:5]1[C:16]([O:17][CH3:18])=[CH:15][C:8]([C:9]([O:11]CC#C)=[O:10])=[CH:7][C:6]=1[O:19][CH3:20])[C:2]#[CH:3].[OH-].[Na+].Cl>CO>[CH2:1]([O:4][C:5]1[C:6]([O:19][CH3:20])=[CH:7][C:8]([C:9]([OH:11])=[O:10])=[CH:15][C:16]=1[O:17][CH3:18])[C:2]#[CH:3] |f:1.2|. Reported procedure: To 50 ml of methanol were added 15.5 g of 2-propynyl 4-(2-propynyloxy)-3,5-dimethoxybenzoate and 40 ml of 15% aqueous sodium hydroxide solution and the mixture obtained was stirred at 50° C. for 4 hours. Then, the reaction mixture was added to hydrochloric acid for acidification. Crystals precipitated were collected by filtration and dried to obtain 13.0 g of 4-(2-propynyloxy)-3,5-dimethoxybenzoic acid represented by the formula: